This data is from the Open Reaction Database (ORD), a public repository of structured organic reaction records. The task is: describe an organic reaction: reactants, conditions, products, and yield Reactants: ClC=1C=CC(=NC1)NC(=O)C1=NC=CC=C1NC(C(F)(F)F)=O (N-(5-chloropyridin-2-yl)-3-(trifluoroacetyl)amino-pyridine-2-carboxamide), N (NH3). The solvent is CO (MeOH). Reaction conditions: temperature 50 celsius. The product is ClC=1C=CC(=NC1)NC(=O)C1=NC=CC=C1N (N-(5-chloropyridin-2-yl)-3-aminopyridine-2-carboxamide). Yield: 99.8%. RXN SMILES: [Cl:1][C:2]1[CH:3]=[CH:4][C:5]([NH:8][C:9]([C:11]2[C:16]([NH:17]C(=O)C(F)(F)F)=[CH:15][CH:14]=[CH:13][N:12]=2)=[O:10])=[N:6][CH:7]=1.N>CO>[Cl:1][C:2]1[CH:3]=[CH:4][C:5]([NH:8][C:9]([C:11]2[C:16]([NH2:17])=[CH:15][CH:14]=[CH:13][N:12]=2)=[O:10])=[N:6][CH:7]=1. Reported procedure: To N-(5-chloropyridin-2-yl)-3-(trifluoroacetyl)amino-pyridine-2-carboxamide (1 g, 2.9 mmol) was added 5 mL of 2 M NH3 in MeOH. The reaction vessel was capped and heated to 50° C. for 12 h. The reaction mixture was cooled to 0° C. for 30 min and filtered to provide N-(5-chloropyridin-2-yl)-3-aminopyridine-2-carboxamide (0.72 g, 100%). Starting materials: BrC1=CC(=CC=2CN(COC21)C(C)(C)C)C(C)(C)C (8-bromo-3,6-di-tert-butyl-3,4-dihydro-2H-benzo[e][1,3]oxazine), BrC1=CC(=CC=2CN(COC21)C(C)(C)C)C(C)(C)C (8-bromo-3,6-di-tert-butyl-3,4-dihydro-2H-benzo[e][1,3]oxazine), ClC1=NC=C(C=C1)B(O)O (2-chloropyridine-5-boronic acid). Product: Cl.C(C)(C)(C)C1=CC(=C(C(=C1)C=1C=NC(=CC1)Cl)O)CNC(C)(C)C (4-(tert-Butyl)-2-((tert-butylamino)methyl)-6-(6-chloropyridin-3-yl)phenol hydrochloride). RXN SMILES: Br[C:2]1[C:11]2[O:10]C[N:8]([C:12]([CH3:15])([CH3:14])[CH3:13])[CH2:7][C:6]=2[CH:5]=[C:4]([C:16]([CH3:19])([CH3:18])[CH3:17])[CH:3]=1.[Cl:20][C:21]1[CH:26]=[CH:25][C:24](B(O)O)=[CH:23][N:22]=1>>[ClH:20].[C:16]([C:4]1[CH:3]=[C:2]([C:24]2[CH:23]=[N:22][C:21]([Cl:20])=[CH:26][CH:25]=2)[C:11]([OH:10])=[C:6]([CH2:7][NH:8][C:12]([CH3:13])([CH3:14])[CH3:15])[CH:5]=1)([CH3:17])([CH3:18])[CH3:19] |f:2.3|. Reported procedure: The title compound was prepared as a white solid using the procedure described in Example 1 from 8-bromo-3,6-di-tert-butyl-3,4-dihydro-2H-benzo[e][1,3]oxazine (Intermediate 1) and 2-chloropyridine-5-boronic acid [purchased from Frontier Scientific].